From a dataset of the Open Reaction Database (ORD), a public repository of structured organic reaction records. describe an organic reaction: reactants, conditions, products, and yield Starting materials: BrC1=C2C=CC=NC2=C(C(=N1)C(=O)NCC1=CC=C(C=C1)F)O (5-bromo-N-(4-fluorobenzyl)-8-hydroxy-1,6-naphthyridine-7-carboxamide), CS(=O)(=O)N1CCNS(CC1)(=O)=O (5-(methylsulfonyl)-1,2,5-thiadiazepane 1,1-dioxide), Cu2O. Solvent: N1=CC=CC=C1 (pyridine). Run at time 1 hour. Product: FC1=CC=C(CNC(=O)C2=NC(=C3C=CC=NC3=C2O)N2S(CCN(CC2)S(=O)(=O)C)(=O)=O)C=C1 (N-(4-fluorobenzyl)-8-hydroxy-5-[5-(methylsulfonyl)-1,1-dioxido-1,2,5-thiadiazepan-2-yl]-1,6-naphthyridine-7-carboxamide). Reaction SMILES: Br[C:2]1[N:11]=[C:10]([C:12]([NH:14][CH2:15][C:16]2[CH:21]=[CH:20][C:19]([F:22])=[CH:18][CH:17]=2)=[O:13])[C:9]([OH:23])=[C:8]2[C:3]=1[CH:4]=[CH:5][CH:6]=[N:7]2.[CH3:24][S:25]([N:28]1[CH2:34][CH2:33][S:32](=[O:36])(=[O:35])[NH:31][CH2:30][CH2:29]1)(=[O:27])=[O:26]>N1C=CC=CC=1>[F:22][C:19]1[CH:20]=[CH:21][C:16]([CH2:15][NH:14][C:12]([C:10]2[C:9]([OH:23])=[C:8]3[C:3]([CH:4]=[CH:5][CH:6]=[N:7]3)=[C:2]([N:31]3[CH2:30][CH2:29][N:28]([S:25]([CH3:24])(=[O:26])=[O:27])[CH2:34][CH2:33][S:32]3(=[O:36])=[O:35])[N:11]=2)=[O:13])=[CH:17][CH:18]=1. Procedure details: To a solution of 5-bromo-N-(4-fluorobenzyl)-8-hydroxy-1,6-naphthyridine-7-carboxamide (0.147 g, 0.39 mmol), 5-(methylsulfonyl)-1,2,5-thiadiazepane 1,1-dioxide (0.081 g, 0.355 mmol) and Cu2O (0.056 g, 0.39 mmol) in pyridine (2.4 mL) were heated at reflux for 16 hr. The reaction was filtered and the solids washed with CHCl3 (100 mL). The filtrate was stirred for 1 hr with disodium ethylenediamine tetraacetate (0.2 g in water 10 mL) in the presence of air. The organic extracts were stirred for 1 hr... Reaction SMILES: [CH2:37]1[O:38][CH2:39][CH2:40][CH2:41]1.[CH3:1][O:2][C:3](=[O:4])[CH:5]1[CH2:6][S:7][c:8]2[n:9]1[c:10](=[O:33])[c:11]([C:31]#[N:32])[c:12]([CH2:20][c:21]1[cH:22][cH:23][cH:24][c:25]3[cH:26][cH:27][cH:28][cH:29][c:30]13)[c:13]2-[c:14]1[cH:15][cH:16][cH:17][cH:18][cH:19]1.[Cl:42][CH2:43][Cl:44].[ClH:34].[Na+:36].[OH-:35]>>[CH3:1][O:2][C:3](=[O:4])[CH:5]1[CH2:6][S:7][c:8]2[n:9]1[c:10](=[O:33])[c:11]([CH2:31][NH2:32])[c:12]([CH2:20][c:21]1[cH:22][cH:23][cH:24][c:25]3[cH:26][cH:27][cH:28][cH:29][c:30]13)[c:13]2-[c:14]1[cH:15][cH:16][cH:17][cH:18][cH:19]1. Yields the product COC(=O)C1CSc2c(-c3ccccc3)c(Cc3cccc4ccccc34)c(CN)c(=O)n21. Reactants: C1CCOC1, COC(=O)C1CSc2c(-c3ccccc3)c(Cc3cccc4ccccc34)c(C#N)c(=O)n21, ClCCl, Cl, [Na+], [OH-]. Reactants: CC(C)=O, N#Cc1ccc(C2OCCCO2)c(S(=O)(=O)c2ccccc2)c1, O, O, Cc1ccc(S(=O)(=O)[O-])cc1, c1cc[nH+]cc1. Yields the product N#Cc1ccc(C=O)c(S(=O)(=O)c2ccccc2)c1. Reaction SMILES: [CH3:43][C:44]([CH3:45])=[O:46].[O:1]1[CH:2]([c:7]2[c:8]([S:15](=[O:16])(=[O:17])[c:18]3[cH:19][cH:20][cH:21][cH:22][cH:23]3)[cH:9][c:10]([C:11]#[N:12])[cH:13][cH:14]2)[O:6][CH2:5][CH2:4][CH2:3]1.[OH2:41].[OH2:42].[c:24]1([CH3:25])[cH:26][cH:27][c:28]([S:29]([O-:30])(=[O:31])=[O:32])[cH:33][cH:34]1.[nH+:35]1[cH:36][cH:37][cH:38][cH:39][cH:40]1>>[O:1]=[CH:2][c:7]1[c:8]([S:15](=[O:16])(=[O:17])[c:18]2[cH:19][cH:20][cH:21][cH:22][cH:23]2)[cH:9][c:10]([C:11]#[N:12])[cH:13][cH:14]1. Starting materials: CC(C)(C)Cn1c(CBr)cc2cnc(C#N)nc21, [K+], [K+], O=C([O-])[O-], CN(C)C=O, O=C1NC(=O)C2(CCN(c3ncccn3)CC2)N1. Yields the product CC(C)(C)Cn1c(CN2C(=O)NC3(CCN(c4ncccn4)CC3)C2=O)cc2cnc(C#N)nc21. Reaction SMILES: [Br:25][CH2:26][c:27]1[cH:28][c:29]2[c:30]([n:31][c:32]([C:35]#[N:36])[n:33][cH:34]2)[n:37]1[CH2:38][C:39]([CH3:40])([CH3:41])[CH3:42].[K+:19].[K+:20].[O-:21][C:22]([O-:23])=[O:24].[O:43]=[CH:44][N:45]([CH3:46])[CH3:47].[n:1]1[c:2]([N:7]2[CH2:8][CH2:9][C:10]3([C:11](=[O:16])[NH:12][C:13](=[O:15])[NH:14]3)[CH2:17][CH2:18]2)[n:3][cH:4][cH:5][cH:6]1>>[n:1]1[c:2]([N:7]2[CH2:8][CH2:9][C:10]3([C:11](=[O:16])[N:12]([CH2:26][c:27]4[cH:28][c:29]5[c:30]([n:31][c:32]([C:35]#[N:36])[n:33][cH:34]5)[n:37]4[CH2:38][C:39]([CH3:40])([CH3:41])[CH3:42])[C:13](=[O:15])[NH:14]3)[CH2:17][CH2:18]2)[n:3][cH:4][cH:5][cH:6]1. Reported procedure: A suspension of 7-bromo-3,3-dimethyl-1,3,4,5-tetrahydro-pyrido[2,3-e][1,4]diazepin-2-one (0.17 g, 0.63 mmol) in propionitrile (4 mL) and DMF (1 mL) was de-oxygenated with Ar for 10 min. The mixture was treated with N-methyl-N-(3-methyl-benzo[b]thiophen-2-ylmethyl)acrylamide (0.20 g, 0.81 mmol) and (i-Pr)2EtN (0.24 mL, 1.3 mmol) and was de-oxygenated with Ar for 5 min. Pd(OAc)2 (14 mg, 0.062 mmol) and P(o-tol)3 (38 mg, 0.12 mmol) were added simultaneously, and the mixture was de-oxygenated a thir... As a reaction SMILES: Br[C:2]1[CH:15]=[N:14][C:5]2[NH:6][C:7](=[O:13])[C:8]([CH3:12])([CH3:11])[NH:9][CH2:10][C:4]=2[CH:3]=1.[CH3:16][N:17]([CH2:22][C:23]1[S:27][C:26]2[CH:28]=[CH:29][CH:30]=[CH:31][C:25]=2[C:24]=1[CH3:32])[C:18](=[O:21])[CH:19]=[CH2:20].C(N(C(C)C)C(C)C)C.CC1C=CC=CC=1P(C1C=CC=CC=1C)C1C=CC=CC=1C>C(#N)CC.CN(C=O)C.CC([O-])=O.CC([O-])=O.[Pd+2]>[CH3:11][C:8]1([CH3:12])[C:7](=[O:13])[NH:6][C:5]2[N:14]=[CH:15][C:2](/[CH:20]=[CH:19]/[C:18]([N:17]([CH3:16])[CH2:22][C:23]3[S:27][C:26]4[CH:28]=[CH:29][CH:30]=[CH:31][C:25]=4[C:24]=3[CH3:32])=[O:21])=[CH:3][C:4]=2[CH2:10][NH:9]1 |f:6.7.8|. The product is CC1(NCC2=C(NC1=O)N=CC(=C2)/C=C/C(=O)N(CC2=C(C1=C(S2)C=CC=C1)C)C)C ((E)-3-(3,3-Dimethyl-2-oxo-2,3,4,5-tetrahydro-1H-pyrido[2,3-e][1,4]diazepin-7-yl)-N-methyl-N-(3-methyl-benzo[b]thiophen-2-ylmethyl)acrylamide). The yield is 54.8%. The solvent is C(CC)#N (propionitrile), CN(C)C=O (DMF). Run at time 10 minute. Reactants: BrC1=CC2=C(NC(C(NC2)(C)C)=O)N=C1 (7-bromo-3,3-dimethyl-1,3,4,5-tetrahydro-pyrido[2,3-e][1,4]diazepin-2-one), CC1=C(C=CC=C1)P(C2=C(C=CC=C2)C)C3=C(C=CC=C3)C (P(o-tol)3), CN(C(C=C)=O)CC1=C(C2=C(S1)C=CC=C2)C (N-methyl-N-(3-methyl-benzo[b]thiophen-2-ylmethyl)acrylamide), C(C)N(C(C)C)C(C)C ((i-Pr)2EtN). The reagents and catalysts are CC(=O)[O-].CC(=O)[O-].[Pd+2] (Pd(OAc)2). Reported procedure: The titled compound was prepared from 1-nitro-2-naphthyltriflate and 3-bromoaniline in a procedure similar to that of example 6 (1), example 1 (2) and (3). Reactants: 1-nitro-2-naphthyltriflate, BrC=1C=C(N)C=CC1 (3-bromoaniline), example 6 ( 1 ), example 1 ( 2 ), O1C(=NC=C1)C=1C=C(C=CC1)N1C2=C(NC(CC1=O)=O)C1=CC=CC=C1C=C2 (5-[3-(Oxazol-2-yl)phenyl]-1H-naphtho[1,2-b][1,4]diazepin-2,4(3H,5H)-dione). Product: BrC=1C=C(C=CC1)N1C2=C(NC(CC1=O)=O)C1=CC=CC=C1C=C2 (5-(3-Bromophenyl)-1H-naphtho[1,2-b][1,4]diazepin-2,4(3H,5H)-dione). Reaction SMILES: [Br:1][C:2]1[CH:3]=[C:4]([CH:6]=[CH:7][CH:8]=1)[NH2:5].O1C=CN=C1C1C=C(N2[C:26](=[O:27])[CH2:25][C:24](=[O:28])[NH:23][C:22]3[C:29]4[C:34]([CH:35]=[CH:36][C:21]2=3)=[CH:33][CH:32]=[CH:31][CH:30]=4)C=CC=1>>[Br:1][C:2]1[CH:3]=[C:4]([N:5]2[C:26](=[O:27])[CH2:25][C:24](=[O:28])[NH:23][C:22]3[C:29]4[C:34]([CH:35]=[CH:36][C:21]2=3)=[CH:33][CH:32]=[CH:31][CH:30]=4)[CH:6]=[CH:7][CH:8]=1. The reactants are CCCCC (pentane), [Al](CC)(CC)Cl (Et2AlCl), C(C)OP(=O)(OCC)OCC (triethylphosphate), C(C)OP(=O)(OCC)OCC (triethylphosphate), CN(P(N(C)C)(N(C)C)=O)C (hexamethylphosphoric triamide), gel, [Al](CC)(CC)Cl (Et2AlCl), δ-TiCl3, CO (methanol). Reagents/catalysts: Et2AlCl triethylphosphate δ-TiCl3. Conditions: time 24 hour. Product: C=CCCCC (1-hexene), C=CCCCCC=C (1,7-octadiene). Reaction SMILES: [Al](Cl)([CH2:4][CH3:5])[CH2:2]C.C(OP(O[CH2:16][CH3:17])(OCC)=O)C.CO.CN(C)P(=O)(N(C)C)N(C)C.[CH3:31][CH2:32][CH2:33][CH2:34][CH3:35]>>[CH2:31]=[CH:32][CH2:33][CH2:34][CH2:4][CH3:5].[CH2:31]=[CH:32][CH2:33][CH2:34][CH2:35][CH2:2][CH:16]=[CH2:17]. Procedure: A solution of 54 grams (0.64 mole) 1-hexene and 3.8 grams (0.034 mole) 1,7-octadiene (molar charge ratio 95:5) in 80 ml pentane was polymerized with Et2AlCl/triethylphosphate/δ-TiCl3 catalyst (1.0 millimole δ-TiCl3). The molar ratio of Et2AlCl to δ-TiCl3 was 1.5:1 and of triethylphosphate to Et2AlCl was 0.7:1. After agitation for 24 hours at 25° C., the resulting copolymer was isolated by methanol coagulation and dried. The conversion to copolymer was 74 percent, with an inherent viscosity of 5.... The reactants are Cl.CC=1N=CNC1CO (4-methyl-5-imidazolemethanol hydrochloride), C(C)(C)(C)[Si](C)(C)Cl (t-butylchlorodimethylsilane), C([O-])([O-])=O.[K+].[K+] (potassium carbonate). The solvent is CN(C=O)C (dimethylformamide). Conditions: time 3 day. Yields the product [Si](C)(C)(C(C)(C)C)OCC1=C(N=CN1)C (5-(t-butyldimethylsilyloxymethyl)-4-methylimidazole). Isolated yield 27.3%. As a reaction SMILES: Cl.[CH3:2][C:3]1[N:4]=[CH:5][NH:6][C:7]=1[CH2:8][OH:9].[C:10]([Si:14](Cl)([CH3:16])[CH3:15])([CH3:13])([CH3:12])[CH3:11].C(=O)([O-])[O-].[K+].[K+]>CN(C)C=O>[Si:14]([O:9][CH2:8][C:7]1[NH:6][CH:5]=[N:4][C:3]=1[CH3:2])([C:10]([CH3:13])([CH3:12])[CH3:11])([CH3:16])[CH3:15] |f:0.1,3.4.5|. Procedure: 13.0 g(87.5 mmol) of 4-methyl-5-imidazolemethanol hydrochloride, 13.5 g(89.6 mmol) of t-butylchlorodimethylsilane and 14.5 g(105 mmol) of potassium carbonate were added to 200 ml of dimethylformamide and the resulting mixture was stirred for 3 days. After dimethylformamide was removed under reduced pressure, 500 ml of ethylacetate was added to the residue which was then washed with aqueous sodium chloride solution (200 ml×3). The organic layer was dried over anhydrous magnesium sulfate and conce... Reactants: CO[C@H]1[C@@H](C[C@@H]2CN3CCC4=C([C@H]3C[C@@H]2[C@@H]1C(=O)OC)NC5=C4C=CC(=C5)OC)OC(=O)C6=CC(=C(C(=C6)OC)OC)OC (Hypersil), M−H+, NC=1C2=C(N=CN1)C(=NN2C2=CC(=C(C=C2)N)OC)C2CCN(CC2)C(=O)OC(C)(C)C (tert-Butyl 4-[7-amino-1-(4-amino-3-methoxyphenyl)-1H-pyrazolo[4,3-d]pyrimidin-3-yl]-1-piperidinecarboxylate), C1(=CC=CC=C1)N=C=O (phenyl isocyanate), NC=1C2=C(N=CN1)C(=NN2C2=CC(=C(C=C2)NC(=O)C=2N(C1=CC=CC=C1C2)C)OC)C2CCNCC2 (N2-{4-[7-amino-3-(4-piperidyl)-1H-pyrazolo[4,3-d]pyrimidin-1-yl]-2-methoxyphenyl}-1-methyl-1H-2-indolecarboxamide). Solvent: C(C)#N (acetonitrile). The product is NC=1C2=C(N=CN1)C(=NN2C2=CC(=C(C=C2)N(C(=O)N)C2=CC=CC=C2)OC)C2CCNCC2 (N-{4-[7-Amino-3-(4-piperidyl)-1H-pyrazolo[4,3-d]pyrimidin-1-yl]-2-methoxyphenyl}-N-phenylurea). RXN SMILES: [NH2:1][C:2]1[C:3]2[N:10]([C:11]3[CH:16]=[CH:15][C:14]([NH2:17])=[C:13]([O:18][CH3:19])[CH:12]=3)[N:9]=[C:8]([CH:20]3[CH2:25][CH2:24][N:23](C(OC(C)(C)C)=O)[CH2:22][CH2:21]3)[C:4]=2[N:5]=[CH:6][N:7]=1.[C:33]1(N=C=O)[CH:38]=[CH:37][CH:36]=[CH:35][CH:34]=1.NC1C2N(C3C=CC([NH:58][C:59](C4N(C)C5C(C=4)=CC=CC=5)=[O:60])=C(OC)C=3)N=C(C3CCNCC3)C=2N=CN=1.CO[C@@H]1[C@@H](C(OC)=O)[C@@H]2[C@@H](CN3[C@H](C2)C2NC4C=C(OC)C=CC=4C=2CC3)C[C@H]1OC(C1C=C(OC)C(OC)=C(OC)C=1)=O>C(#N)C>[NH2:1][C:2]1[C:3]2[N:10]([C:11]3[CH:16]=[CH:15][C:14]([N:17]([C:33]4[CH:38]=[CH:37][CH:36]=[CH:35][CH:34]=4)[C:59]([NH2:58])=[O:60])=[C:13]([O:18][CH3:19])[CH:12]=3)[N:9]=[C:8]([CH:20]3[CH2:21][CH2:22][NH:23][CH2:24][CH2:25]3)[C:4]=2[N:5]=[CH:6][N:7]=1. Procedure details: The title compound was prepared from tert-Butyl 4-[7-amino-1-(4-amino-3-methoxyphenyl)-1H-pyrazolo[4,3-d]pyrimidin-3-yl]-1-piperidinecarboxylate and phenyl isocyanate in the manner described for the preparation of N2-{4-[7-amino-3-(4-piperidyl)-1H-pyrazolo[4,3-d]pyrimidin-1-yl]-2-methoxyphenyl}-1-methyl-1H-2-indolecarboxamide: 1H NMR (DMSO-d6, 400 MHz) δ 9.40 (s, 1H), 8.44 (s, 1H), 8.33 (d, 1H), 8.23 (s, 1H), 7.47 (d, 2H), 7.31 (m, 2H), 7.19 (s, 1H), 7.06 (m, 1H), 7.00 (m, 1H), 6.5 (bs, 2H), 3.9... The reactants are FC(C1=CC=C2C(C(=O)OC(N2)=O)=C1C(F)(F)F)(F)F (5,6-bis(trifluoromethyl)-isatoic anhydride), C[O-].[Na+] (sodium methoxide), C(=O)=O (carbon dioxide). Solvent: CO (methanol). The product is FC(C1=CC=C(C(C(=O)OC)=C1C(F)(F)F)N)(F)F (methyl 5,6-bis(trifluoromethyl)anthranilate). Reaction SMILES: [F:1][C:2]([F:20])([F:19])[C:3]1[C:14]([C:15]([F:18])([F:17])[F:16])=[C:7]2[C:8]([O:10][C:11](=O)[NH:12][C:6]2=[CH:5][CH:4]=1)=[O:9].C[O-].[Na+].C(=O)=O>CO>[F:1][C:2]([F:19])([F:20])[C:3]1[C:14]([C:15]([F:18])([F:16])[F:17])=[C:7]([C:8]([O:10][CH3:11])=[O:9])[C:6]([NH2:12])=[CH:5][CH:4]=1 |f:1.2|. Reported procedure: The anhydride (195 g., 0.65 mol.) is suspended in 750 ml. of dry methanol and treated with sodium methoxide. The mixture is refluxed for 30 minutes until evolution of carbon dioxide stopped. The mixture is cooled, filtered, acidified with acetic acid and evaporated to yield methyl 5,6-bis(trifluoromethyl)anthranilate.